From a dataset of the Open Reaction Database (ORD), a public repository of structured organic reaction records. describe an organic reaction: reactants, conditions, products, and yield Reported procedure: 3-[(2-Methoxyphenoxy)phenylmethyl]pyrrolidine-1-carboxylic acid t-butyl ester was dissolved in a solution of HCl in EtOH (1.25M, 8 mL) and stirred at room temperature for 18 hours, and then evaporated to dryness. The residue was purified by reverse phase preparative HPLC to afford the TFA salt of the RS/SR mixture of enantiomers of the title compound as a TFA salt (90 mg, 95% purity). MS m/z: [M+H]+ calcd for C18H21NO2, 284.16. Found 284.4. 1H NMR (CD3OD, 400 MHz) δ (ppm): 7.40-7.35 (m, 4H), 7.3... Starting materials: C(=O)(C(F)(F)F)O (TFA), C(=O)(C(F)(F)F)O (TFA), C(C)(C)(C)OC(=O)N1CC(CC1)C(C1=CC=CC=C1)OC1=C(C=CC=C1)OC (3-[(2-Methoxyphenoxy)phenylmethyl]pyrrolidine-1-carboxylic acid t-butyl ester). Solvent: Cl (HCl), CCO (EtOH). Reaction conditions: time 18 hour. Product: COC1=C(OC(C2CNCC2)C2=CC=CC=C2)C=CC=C1 (3-[(2-Methoxyphenoxy)phenylmethyl]pyrrolidine). RXN SMILES: C(OC([N:8]1[CH2:12][CH2:11][CH:10]([CH:13]([O:20][C:21]2[CH:26]=[CH:25][CH:24]=[CH:23][C:22]=2[O:27][CH3:28])[C:14]2[CH:19]=[CH:18][CH:17]=[CH:16][CH:15]=2)[CH2:9]1)=O)(C)(C)C.C(O)(C(F)(F)F)=O>Cl.CCO>[CH3:28][O:27][C:22]1[CH:23]=[CH:24][CH:25]=[CH:26][C:21]=1[O:20][CH:13]([C:14]1[CH:15]=[CH:16][CH:17]=[CH:18][CH:19]=1)[CH:10]1[CH2:11][CH2:12][NH:8][CH2:9]1. Starting materials: COC(C(CC(=C)C)C1=CC(=CC(=C1)OS(=O)(=O)C(F)(F)F)OCC1=CC=CC=C1)=O (2-(3-Benzyloxy-5-trifluoromethanesulfonyloxy-phenyl)-4-methyl-pent-4-enoic acid methyl ester), FC=1C=C(C=C(C1)C(F)(F)F)B(O)O (3-fluoro-5-trifluoromethylphenylboronic acid). The product is COC(C(CC(C)C)C=1C=C(C=C(C1)OS(=O)(=O)C(F)(F)F)C1=CC(=CC(=C1)C(F)(F)F)F)=O (2-(3′-Fluoro-5-trifluoromethanesulfonyloxy-5′-trifluoromethyl-biphenyl-3-yl)-4-methyl-pentanoic acid methyl ester). Yield: 66.0%. As a reaction SMILES: [CH3:1][O:2][C:3](=[O:31])[CH:4]([C:9]1[CH:14]=[C:13]([O:15][S:16]([C:19]([F:22])([F:21])[F:20])(=[O:18])=[O:17])[CH:12]=[C:11](OCC2C=CC=CC=2)[CH:10]=1)[CH2:5][C:6]([CH3:8])=[CH2:7].[F:32][C:33]1[CH:34]=[C:35](B(O)O)[CH:36]=[C:37]([C:39]([F:42])([F:41])[F:40])[CH:38]=1>>[CH3:1][O:2][C:3](=[O:31])[CH:4]([C:9]1[CH:10]=[C:11]([C:35]2[CH:36]=[C:37]([C:39]([F:42])([F:41])[F:40])[CH:38]=[C:33]([F:32])[CH:34]=2)[CH:12]=[C:13]([O:15][S:16]([C:19]([F:22])([F:21])[F:20])(=[O:17])=[O:18])[CH:14]=1)[CH2:5][CH:6]([CH3:8])[CH3:7]. Procedure: The title compound was prepared in 66% yield from 2-(3-benzyloxy-5-trifluoromethanesulfonyloxy-phenyl)-4-methyl-pent-4-enoic acid methyl ester (prepared in Example 26, step (c)) under the conditions described in Example 26, step (d-f)) using 3-fluoro-5-trifluoromethylphenylboronic acid in step (d). Starting materials: C1CCOC1, Clc1cc(Cl)ncn1, OC(c1ccccc1-c1ccoc1)C(F)(F)F, [H-], [Na+], O. Product: FC(F)(F)C(Oc1cc(Cl)ncn1)c1ccccc1-c1ccoc1. Reaction SMILES: [CH2:29]1[O:30][CH2:31][CH2:32][CH2:33]1.[Cl:20][c:21]1[n:22][cH:23][n:24][c:25]([Cl:27])[cH:26]1.[F:3][C:4]([CH:5]([OH:6])[c:7]1[c:8](-[c:13]2[cH:14][o:15][cH:16][cH:17]2)[cH:9][cH:10][cH:11][cH:12]1)([F:18])[F:19].[H-:2].[Na+:1].[OH2:28]>>[F:3][C:4]([CH:5]([O:6][c:25]1[n:24][cH:23][n:22][c:21]([Cl:20])[cH:26]1)[c:7]1[c:8](-[c:13]2[cH:14][o:15][cH:16][cH:17]2)[cH:9][cH:10][cH:11][cH:12]1)([F:18])[F:19]. Reactants: N1CC(C1)N1N=CC=C1C1=C(OC2=C(C=C(C=C2)S(=O)(=O)N(C(OC(C)(C)C)=O)C=2N=CSC2)C#N)C=CC(=C1)Cl (tert-butyl ({4-[2-(1-azetidin-3-yl-1H-pyrazol-5-yl)-4-chlorophenoxy]-3-cyanophenyl}sulfonyl)1,3-thiazol-4-ylcarbamate). The solvent is Cl (hydrogen chloride), O1CCOCC1 (1,4-dioxan). Product: N1CC(C1)N1N=CC=C1C1=C(OC2=C(C=C(C=C2)S(=O)(=O)NC=2N=CSC2)C#N)C=CC(=C1)Cl (4-[2-(1-azetidin-3-yl-1H-pyrazol-5-yl)-4-chlorophenoxy]-3-cyano-N-1,3-thiazol-4-ylbenzenesulfonamide). The yield is 38.9%. Reaction SMILES: [NH:1]1[CH2:4][CH:3]([N:5]2[C:9]([C:10]3[CH:40]=[C:39]([Cl:41])[CH:38]=[CH:37][C:11]=3[O:12][C:13]3[CH:18]=[CH:17][C:16]([S:19]([N:22]([C:30]4[N:31]=[CH:32][S:33][CH:34]=4)C(=O)OC(C)(C)C)(=[O:21])=[O:20])=[CH:15][C:14]=3[C:35]#[N:36])=[CH:8][CH:7]=[N:6]2)[CH2:2]1>Cl.O1CCOCC1>[NH:1]1[CH2:2][CH:3]([N:5]2[C:9]([C:10]3[CH:40]=[C:39]([Cl:41])[CH:38]=[CH:37][C:11]=3[O:12][C:13]3[CH:18]=[CH:17][C:16]([S:19]([NH:22][C:30]4[N:31]=[CH:32][S:33][CH:34]=4)(=[O:21])=[O:20])=[CH:15][C:14]=3[C:35]#[N:36])=[CH:8][CH:7]=[N:6]2)[CH2:4]1. Reported procedure: tert-butyl ({4-[2-(1-azetidin-3-yl-1H-pyrazol-5-yl)-4-chlorophenoxy]-3-cyanophenyl}sulfonyl)1,3-thiazol-4-ylcarbamate (Preparation 679, 200 mg, 0.326 mmol) was stirred in 4M hydrogen chloride solution in 1,4-dioxan (10 ml) at room temperature for 2 hours. The reaction mixture was concentrated in vacuo and the residue was partitioned between methyl-t-butyl ether (80 ml) and water (40 ml). The aqueous layer was neutralized to pH=7 by adding sodium hydrogen carbonate and was then concentrated in va... Starting materials: FC(C(=O)O)(F)F (trifluoroacetic acid), O1C(OCC1)CN1C(C=CC2=CC(=CC=C12)C)=O (1-(1,3-dioxolan-2-ylmethyl)-6-methyl-2-oxo-1,2-dihydroquinoline). Run at time 8 hour. Product: CC=1C=C2C=CC(N(C2=CC1)CC=O)=O ((6-methyl-2-oxoquinolin-1(2H)-yl)acetaldehyde). RXN SMILES: FC(F)(F)C(O)=O.[O:8]1CCO[CH:9]1[CH2:13][N:14]1[C:23]2[C:18](=[CH:19][C:20]([CH3:24])=[CH:21][CH:22]=2)[CH:17]=[CH:16][C:15]1=[O:25]>>[CH3:24][C:20]1[CH:19]=[C:18]2[C:23](=[CH:22][CH:21]=1)[N:14]([CH2:13][CH:9]=[O:8])[C:15](=[O:25])[CH:16]=[CH:17]2. Procedure: Into 3 mL of a 90% aqueous trifluoroacetic acid solution, 243 mg of 1-(1,3-dioxolan-2-ylmethyl)-6-methyl-2-oxo-1,2-dihydroquinoline was dissolved, and the mixture was stirred at room temperature overnight. The solvent was removed under reduced pressure, the resultant solution was alkalified with an aqueous saturated sodium hydrogen carbonate solution, and then extracted with ethyl acetate. The organic layer was washed sequentially with water and an aqueous saturated sodium chloride solution, and... Starting materials: [N+](=O)([O-])[O-].[In+3].[N+](=O)([O-])[O-].[N+](=O)([O-])[O-] (indium nitrate), [N+](=O)([O-])[O-].[In+3].[N+](=O)([O-])[O-].[N+](=O)([O-])[O-] (indium nitrate), O=[Sb](=O)O[Sb](=O)=O (diantimony pentoxide). The solvent is O (water), O (water). Product: [OH-].[In+3].[OH-].[OH-] (indium hydroxide), O=[Sb](=O)O[Sb](=O)=O (diantimony pentoxide). Reaction SMILES: [O:1]=[Sb:2]([O:4][Sb:5](=[O:7])=[O:6])=[O:3].[N+]([O-])([O-])=[O:9].[In+3:12].[N+]([O-])([O-])=[O:14].[N+]([O-])([O-])=O>O>[OH-:1].[In+3:12].[OH-:9].[OH-:14].[O:1]=[Sb:2]([O:4][Sb:5](=[O:7])=[O:6])=[O:3] |f:1.2.3.4,6.7.8.9|. Reported procedure: 900 g of water was added to 600 g of the diantimony pentoxide sol (specific gravity: 1.198, Sb2O5 concentration: 18.4 wt %) prepared in Preparation Example 1 for dilution. Then, an aqueous indium nitrate solution having 242.2 g of indium nitrate (In(NO3)3.3H2O, In2O3 content: 39.1 wt %, guaranteed reagent, manufactured by Mitsuwa Kagaku Yakuhin K. K.) dissolved in 200 g of water, was added thereto with stirring at room temperature. Then, the mixture was heated at 90° C. for 6 hours to obtain a m... Reactants: C(C)(=O)NC=1C=C(OC2=C(C=C(C(=O)O)C=C2S(N)(=O)=O)NCCCC)C=CC1 (4-(3-acetamidophenoxy)-3-n-butylamino-5-sulfamoylbenzoic acid), [OH-].[Na+] (sodium hydroxide). Product: NC=1C=C(OC2=C(C=C(C(=O)O)C=C2S(N)(=O)=O)NCCCC)C=CC1 (4-(3-aminophenoxy)-3-n-butylamino-5-sulfamoylbenzoic acid). RXN SMILES: C([NH:4][C:5]1[CH:6]=[C:7]([CH:27]=[CH:28][CH:29]=1)[O:8][C:9]1[C:17]([S:18](=[O:21])(=[O:20])[NH2:19])=[CH:16][C:12]([C:13]([OH:15])=[O:14])=[CH:11][C:10]=1[NH:22][CH2:23][CH2:24][CH2:25][CH3:26])(=O)C.[OH-].[Na+]>>[NH2:4][C:5]1[CH:6]=[C:7]([CH:27]=[CH:28][CH:29]=1)[O:8][C:9]1[C:17]([S:18](=[O:20])(=[O:21])[NH2:19])=[CH:16][C:12]([C:13]([OH:15])=[O:14])=[CH:11][C:10]=1[NH:22][CH2:23][CH2:24][CH2:25][CH3:26] |f:1.2|. Procedure: The mixture of 1.5 g of 4-(3-acetamidophenoxy)-3-n-butylamino-5-sulfamoylbenzoic acid and 15 ml of 2 N aqueous sodium hydroxide is refluxed for 5 hours under nitrogen. After cooling it is filtered, the filtrate acidified with glacial acetic acid and hydrochloric acid to a pH of 2 - 3, the precipitate collected and recrystallized from ethanol, to yield the 4-(3-aminophenoxy)-3-n-butylamino-5-sulfamoylbenzoic acid of the formula ##SPC16## The reactants are OO (hydrogen peroxide), ethylene ketal, S(O)(O)(=O)=O (sulfuric acid), C(C1=CC=CC=C1)OC(CCCC1COCCO1)B([O-])[O-] (1-benzyloxy-5-(ethylenedioxy)-hexane-1-boronate). Run in C(Cl)(Cl)Cl (chloroform). The product is C(C1=CC=CC=C1)O[C@@H]([C@@H](CC)O)CCCC(C)=O ((3R,4R)-4-benzyloxy-8-oxo-3-nonanol). Isolated yield 79.0%. RXN SMILES: [CH2:1]([O:8][CH:9](B([O-])[O-])[CH2:10][CH2:11][CH2:12][CH:13]1[O:18]CCO[CH2:14]1)[C:2]1[CH:7]=[CH:6][CH:5]=[CH:4][CH:3]=1.OO.S(=O)(=O)(O)O>C(Cl)(Cl)Cl>[CH2:1]([O:8][C@H:9]([CH2:10][CH2:11][CH2:12][C:13](=[O:18])[CH3:14])[C@H:1]([OH:8])[CH2:2][CH3:3])[C:2]1[CH:3]=[CH:4][CH:5]=[CH:6][CH:7]=1. Procedure details: ##STR22## This compound is the major attractive component of the pheromone of the western pine beetle, Dendroctonus brevicomis. The present synthesis began with the ethylene ketal of 5-chloro-2-pentanone, which was converted to the Grignard reagent in the usual manner. The resulting intermediate was treated with trimethyl borate, and the resulting boron compound was esterified with (-)-pinanediol to yield the ethylene ketal of (-)-pinanediol 4-ketopentane-1-boronate, alternatively named (-)-pina... Reactants: O=C(CCl)NCc1ccccc1, CCOC(C)=O, CCN(C(C)C)C(C)C, Cc1cc(F)ccc1N, CN(C)C=O. Product: Cc1cc(F)ccc1NCC(=O)NCc1ccccc1. As a reaction SMILES: [CH2:1]([c:2]1[cH:3][cH:4][cH:5][cH:6][cH:7]1)[NH:8][C:9]([CH2:10][Cl:11])=[O:12].[CH3:36][CH2:37][O:38][C:39](=[O:40])[CH3:41].[CH:22]([N:23]([CH2:24][CH3:25])[CH:26]([CH3:27])[CH3:28])([CH3:29])[CH3:30].[F:13][c:14]1[cH:15][c:16]([CH3:21])[c:17]([NH2:18])[cH:19][cH:20]1.[O:31]=[CH:32][N:33]([CH3:34])[CH3:35]>>[CH2:1]([c:2]1[cH:3][cH:4][cH:5][cH:6][cH:7]1)[NH:8][C:9]([CH2:10][NH:18][c:17]1[c:16]([CH3:21])[cH:15][c:14]([F:13])[cH:20][cH:19]1)=[O:12].